This data is from the Open Reaction Database (ORD), a public repository of structured organic reaction records. The task is: describe an organic reaction: reactants, conditions, products, and yield The reactants are NC#CC1=CC=CC=C1 (aminophenylacetylene), [OH-].[Na+] (sodium hydroxide), CC(=O)C (acetone), C1(=CC=CC=C1)C (toluene). Product: NC=1C=C(C=CC1)C#C (3-aminophenylacetylene). As a reaction SMILES: [NH2:1]C#CC1C=CC=CC=1.[OH-].[Na+].[CH3:12][C:13]([CH3:15])=O.[C:16]1([CH3:22])[CH:21]=[CH:20]C=C[CH:17]=1>>[NH2:1][C:12]1[CH:17]=[C:16]([C:21]#[CH:20])[CH:22]=[CH:15][CH:13]=1 |f:1.2|. Procedure details: Sabourin, Prepr. Div. Pet. Chem., Am. Chem. Soc., vol. 24, pp. 233-239 discloses the preparation of 2-methyl-4-(3-aminophenyl)-3-butyn-2-ol (an aminophenylacetylene) and 3-aminophenylacetylene in two and three steps, respectively, from 3-bromonitrobenzene and 2-methyl-3-butyn-2-ol. In the first step, 3-bromonitrobenzene and 2-methyl-3-butyn-2-ol were reacted in the presence of a catalyst system of bis(triphenylphosphine)palladium dichloride, additional triphenylphosphine, and cuprous iodide in t...